Dataset: the Open Reaction Database (ORD), a public repository of structured organic reaction records. Task: describe an organic reaction: reactants, conditions, products, and yield Starting materials: CI, COC(=O)C1CN(C)C(=O)N1, [H-], [Na+], C1CCOC1. Yields the product COC(=O)C1CN(C)C(=O)N1C. RXN SMILES: [CH3:12][I:13].[CH3:1][N:2]1[C:3](=[O:11])[NH:4][CH:5]([C:7](=[O:8])[O:9][CH3:10])[CH2:6]1.[H-:14].[Na+:15].[O:16]1[CH2:17][CH2:18][CH2:19][CH2:20]1>>[CH3:1][N:2]1[C:3](=[O:11])[N:4]([CH3:12])[CH:5]([C:7](=[O:8])[O:9][CH3:10])[CH2:6]1. Reactants: CCI, CCO, O=CN1CC2CC2(c2ccc(O)cc2)C1. Yields the product CCOc1ccc(C23CC2CN(C=O)C3)cc1. As a reaction SMILES: [CH2:16]([CH3:17])[I:18].[CH3:19][CH2:20][OH:21].[CH:1](=[O:2])[N:3]1[CH2:4][C:5]2([c:9]3[cH:10][cH:11][c:12]([OH:15])[cH:13][cH:14]3)[CH2:6][CH:7]2[CH2:8]1>>[CH:1](=[O:2])[N:3]1[CH2:4][C:5]2([c:9]3[cH:10][cH:11][c:12]([O:15][CH2:16][CH3:17])[cH:13][cH:14]3)[CH2:6][CH:7]2[CH2:8]1. Reactants: CCOC(=O)C(C)(C)Br, CN1CCCN(C)C1=O, CCOC(C)=O, [H-], Cc1ccc(O)c([N+](=O)[O-])c1, [Na+], [Na+], [OH-]. The product is CCOC(=O)C(C)(C)Oc1ccc(C)cc1[N+](=O)[O-]. Reaction SMILES: [Br:14][C:15]([C:16](=[O:17])[O:18][CH2:19][CH3:20])([CH3:21])[CH3:22].[CH3:25][N:26]1[CH2:27][CH2:28][CH2:29][N:30]([CH3:31])[C:32]1=[O:33].[CH3:34][CH2:35][O:36][C:37](=[O:38])[CH3:39].[H-:12].[N+:1](=[O:2])([O-:3])[c:4]1[c:5]([OH:11])[cH:6][cH:7][c:8]([CH3:10])[cH:9]1.[Na+:13].[Na+:24].[OH-:23]>>[N+:1](=[O:2])([O-:3])[c:4]1[c:5]([O:11][C:15]([C:16](=[O:17])[O:18][CH2:19][CH3:20])([CH3:21])[CH3:22])[cH:6][cH:7][c:8]([CH3:10])[cH:9]1. The reactants are BrC=1C(=CC=C2CCN(CC12)C(C(F)(F)F)=O)NC(C=1CC(C=CC1)(C(F)(F)F)OC)=O (N-(8-Bromo-2-trifluoroacetyl-1,2,3,4-tetrahydroisoquinolin-7-yl)-3-methoxy-3-trifluoromethylbenzamide), CN(C=O)C (dimethylformamide), [Cl-].[Li+] (lithium chloride), C[Sn](C)(C)C (tetramethyltin). Reagents/catalysts: C1=CC=C(C=C1)P(C2=CC=CC=C2)C3=CC=CC=C3.C1=CC=C(C=C1)P(C2=CC=CC=C2)C3=CC=CC=C3.Cl[Pd]Cl (bis(triphenylphosphine)palladium(II)chloride). Run at temperature 100 celsius. Yields the product CC=1C(=CC=C2CCN(CC12)C(C(F)(F)F)=O)NC(C1=CC(=C(C=C1)OC)C(F)(F)F)=O (N-(8-methyl-2-trifluoroacetyl-1,2,3,4-tetrahydroisoquinolin-7-yl)-4methoxy-3-trifluoromethylbenzamide). Reaction SMILES: Br[C:2]1[C:3]([NH:18][C:19](=[O:32])[C:20]2[CH2:21][C:22](OC)([C:26]([F:29])([F:28])[F:27])[CH:23]=[CH:24][CH:25]=2)=[CH:4][CH:5]=[C:6]2[C:11]=1[CH2:10][N:9]([C:12](=[O:17])[C:13]([F:16])([F:15])[F:14])[CH2:8][CH2:7]2.[Cl-].[Li+].[CH3:35][Sn](C)(C)C.CN(C)[CH:42]=[O:43]>C1C=CC(P(C2C=CC=CC=2)C2C=CC=CC=2)=CC=1.C1C=CC(P(C2C=CC=CC=2)C2C=CC=CC=2)=CC=1.Cl[Pd]Cl>[CH3:35][C:2]1[C:3]([NH:18][C:19](=[O:32])[C:20]2[CH:25]=[CH:24][C:23]([O:43][CH3:42])=[C:22]([C:26]([F:28])([F:29])[F:27])[CH:21]=2)=[CH:4][CH:5]=[C:6]2[C:11]=1[CH2:10][N:9]([C:12](=[O:17])[C:13]([F:15])([F:14])[F:16])[CH2:8][CH2:7]2 |f:1.2,5.6.7|. Procedure details: N-(8-Bromo-2-trifluoroacetyl-1,2,3,4-tetrahydroisoquinolin-7-yl)-3-methoxy-3-trifluoromethylbenzamide (0.25 g), was combined with lithium chloride (0.06 g), tetramethyltin (0.08 ml) and bis(triphenylphosphine)palladium(II)chloride (0.025 g) in dimethylformamide (5 ml) and the mixture warmed to 100° C. for 24 h. Solvent was removed at reduced pressure, filtered (Celite pad) and the filtrate column chromatographed (silica gel, diethyl ether eluant) to give N-(8-methyl-2-trifluoroacetyl-1,2,3,4-tet... Product: C(C)OP(=O)(OCC)C(C1=CC=CC=2N1C=C(N2)C(=O)OCC)O (Ethyl 5-[(diethoxyphosphinyl)hydroxymethyl]imidazo[1,2-a]pyridine-2-carboxylate). Solvent: C1(=CC=CC=C1)C (toluene). The yield is 66.0%. RXN SMILES: [P:1]([O-:8])([O:5][CH2:6][CH3:7])[O:2][CH2:3][CH3:4].C(N(CC)C(C)C)(C)C.[CH:18]([C:20]1[N:25]2[CH:26]=[C:27]([C:29]([O:31][CH2:32][CH3:33])=[O:30])[N:28]=[C:24]2[CH:23]=[CH:22][CH:21]=1)=[O:19]>C1(C)C=CC=CC=1>[CH2:3]([O:2][P:1]([CH:18]([OH:19])[C:20]1[N:25]2[CH:26]=[C:27]([C:29]([O:31][CH2:32][CH3:33])=[O:30])[N:28]=[C:24]2[CH:23]=[CH:22][CH:21]=1)([O:5][CH2:6][CH3:7])=[O:8])[CH3:4]. Reaction conditions: temperature 60 celsius, time 3 hour. Procedure details: Diethyl phosphite (1.7 g, 12.3 mmol, Aldrich), N,N-diisopropylethylamine (1.63 g, 12.4 mmol, Aldrich) and toluene (60 mL) were combined in a 100 mL flask equipped with a N2 inlet and condensor. After warming this solution to 60° C., the product from Example 54 was added. After stirring at 75°-80° C. for 3 h, all solvent was removed from this mixture and the residue was chromatographed (7.5/92.4/0.1 isopropanol/CH2Cl2 /HOAc) to give 1.2 g (66%) of the title product. Reactants: P(OCC)(OCC)[O-] (Diethyl phosphite), C(C)(C)N(C(C)C)CC (N,N-diisopropylethylamine), C(=O)C1=CC=CC=2N1C=C(N2)C(=O)OCC (Ethyl 5-formylimidazo[1,2-a]pyridine-2-carboxylate). Solvent: IMS. Starting materials: ClC1=CC=C(C=C1)C(C)N ((±)1-(4-chlorophenyl)ethylamine), C([C@H](O)[C@@H](O)C(=O)O)(=O)O (L(+)tartaric acid). Reaction conditions: time 3 day. As a reaction SMILES: [Cl:1][C:2]1[CH:7]=[CH:6][C:5]([CH:8]([NH2:10])[CH3:9])=[CH:4][CH:3]=1.[C:11]([OH:20])(=[O:19])[C@@H:12]([C@H:14]([C:16]([OH:18])=[O:17])[OH:15])[OH:13]>>[C:16]([CH:14]([CH:12]([C:11]([OH:20])=[O:19])[OH:13])[OH:15])([OH:18])=[O:17].[Cl:1][C:2]1[CH:7]=[CH:6][C:5]([CH:8]([NH2:10])[CH3:9])=[CH:4][CH:3]=1 |f:2.3|. Yields the product C(=O)(O)C(O)C(O)C(=O)O.ClC1=CC=C(C=C1)C(C)N ((-)1-(4-chlorophenyl)ethylamine (+) tartrate). Procedure details: The (-)-enantiomer (starting material for Example 57) was prepared in conventional manner as follows. A warm solution of (±)1-(4-chlorophenyl)ethylamine (101 g) and L(+)tartaric acid (97.3 g) in IMS (7 l) was allowed to cool slowly and to stand at ambient temperature for 3 days. The solid formed was collected by filtration, washed with IMS and recrystallised twice from IMS to give (-)1-(4-chlorophenyl)ethylamine (+) tartrate, m.p. 195°-196° C. The salt was suspended in water and basified with aq... The reactants are CS(=O)(=O)Cl, CCN(C(C)C)C(C)C, ClCCl, OCc1ccc(-c2nnc3n2-c2cccnc2Nc2ccccc2-3)cc1. Yields the product CS(=O)(=O)OCc1ccc(-c2nnc3n2-c2cccnc2Nc2ccccc2-3)cc1. As a reaction SMILES: [CH3:36][S:37]([Cl:38])(=[O:39])=[O:40].[CH:27]([N:28]([CH:29]([CH3:30])[CH3:31])[CH2:32][CH3:33])([CH3:34])[CH3:35].[Cl:41][CH2:42][Cl:43].[n:1]1[n:2][c:3](-[c:19]2[cH:20][cH:21][c:22]([CH2:25][OH:26])[cH:23][cH:24]2)[n:4]2[c:10]1-[c:9]1[c:8]([cH:14][cH:13][cH:12][cH:11]1)[NH:7][c:6]1[c:5]-2[cH:18][cH:17][cH:16][n:15]1>>[n:1]1[n:2][c:3](-[c:19]2[cH:20][cH:21][c:22]([CH2:25][O:26][S:37]([CH3:36])(=[O:39])=[O:40])[cH:23][cH:24]2)[n:4]2[c:10]1-[c:9]1[c:8]([cH:14][cH:13][cH:12][cH:11]1)[NH:7][c:6]1[c:5]-2[cH:18][cH:17][cH:16][n:15]1. Reactants: CN, Cc1ccccc1, CC(C)O, O=[N+]([O-])c1cccnc1Cl, [Na+], [Na+], O=C([O-])[O-]. The product is CNc1ncccc1[N+](=O)[O-]. Reaction SMILES: [CH3:17][NH2:18].[CH3:23][c:24]1[cH:25][cH:26][cH:27][cH:28][cH:29]1.[CH:19]([OH:20])([CH3:21])[CH3:22].[Cl:1][c:2]1[n:3][cH:4][cH:5][cH:6][c:7]1[N+:8](=[O:9])[O-:10].[Na+:11].[Na+:12].[O-:13][C:14](=[O:15])[O-:16]>>[c:2]1([NH:18][CH3:17])[n:3][cH:4][cH:5][cH:6][c:7]1[N+:8](=[O:9])[O-:10]. The reactants are ClC1=CC(=C(C=C1)[N+](=O)[O-])[N+](=O)[O-] (4-chloro-1,2-dinitrobenzene), NC(CO)(C)C (2-amino-2-methylpropan-1-ol). Solvent: CCO (EtOH). Product: ClC1=CC(=C(C=C1)[N+](=O)[O-])NC(CO)(C)C (4-Chloro-2-[(2-hydroxy-1,1-dimethylethyl)amino]-1-nitrobenzene). The yield is 66.2%. RXN SMILES: [Cl:1][C:2]1[CH:7]=[CH:6][C:5]([N+:8]([O-:10])=[O:9])=[C:4]([N+:11]([O-])=O)[CH:3]=1.N[C:15]([CH3:19])([CH3:18])[CH2:16][OH:17]>CCO>[Cl:1][C:2]1[CH:7]=[CH:6][C:5]([N+:8]([O-:10])=[O:9])=[C:4]([NH:11][C:15]([CH3:19])([CH3:18])[CH2:16][OH:17])[CH:3]=1. Procedure: A mixture of 20 g of 4-chloro-1,2-dinitrobenzene and 36 g of 2-amino-2-methylpropan-1-ol in 100 ml of EtOH is refluxed for 36 hours. The reaction mixture is evaporated under vacuum, the residue is extracted with AcOEt, washed with a 1N solution of HCl and with water and dried over Na2SO4 and the solvent is evaporated off under vacuum. The residue is chromatographed on silica using DCM as the eluent to give 16 g of the expected product, which is used as such in the next step. Reactants: N[C@@H]1CC[C@H](CC1)O (Trans-4-aminocyclohexanol), ClC1=CC=C2[C@@]3(C(NC2=C1)=O)[C@H]([C@@H]1C(O[C@H]([C@H](N1C31CCC(CC1)(C)C)C1=CC=CC=C1)C1=CC=CC=C1)=O)C1=C(C(=CC=C1)Cl)F ((3′S,4′R,7′S,8′S,8a′R)-6″-chloro-8′-(3-chloro-2-fluorophenyl)-4,4-dimethyl-3′,4′-diphenyl-3′,4′,8′,8a′-tetrahydro-1′H-dispiro[cyclohexane-1,6′-pyrrolo[2,1-c][1,4]oxazine-7′,3″-indole]-1′,2″(1″H)-dione), [Cl-].[NH4+] (ammonium chloride). The solvent is O1CCCC1 (tetrahydrofuran). Product: ClC1=CC=C2C3(C(NC2=C1)=O)C1(N([C@H]([C@@H]3C3=C(C(=CC=C3)Cl)F)C(=O)N[C@@H]3CC[C@H](CC3)O)[C@@H]([C@H](C3=CC=CC=C3)O)C3=CC=CC=C3)CCC(CC1)(C)C ((4′S,5′R)-6″-chloro-4′-(3-chloro-2-fluorophenyl)-N-(trans-4-hydroxycyclohexyl)-1′-[(1R,2S)-2-hydroxy-1,2-diphenylethyl]-4,4-dimethyl-2″-oxo-1″,2″-dihydrodispiro[cyclohexane-1,2′-pyrrolidine-3′,3″-indole]-5′-carboxamide). Yield: 101.1%. As a reaction SMILES: [NH2:1][C@H:2]1[CH2:7][CH2:6][C@H:5]([OH:8])[CH2:4][CH2:3]1.[Cl:9][C:10]1[CH:18]=[C:17]2[C:13]([C@@:14]3([C:27]4([CH2:32][CH2:31][C:30]([CH3:34])([CH3:33])[CH2:29][CH2:28]4)[N:26]4[C@@H:21]([C:22](=[O:47])[O:23][C@@H:24]([C:41]5[CH:46]=[CH:45][CH:44]=[CH:43][CH:42]=5)[C@H:25]4[C:35]4[CH:40]=[CH:39][CH:38]=[CH:37][CH:36]=4)[C@@H:20]3[C:48]3[CH:53]=[CH:52][CH:51]=[C:50]([Cl:54])[C:49]=3[F:55])[C:15](=[O:19])[NH:16]2)=[CH:12][CH:11]=1.[Cl-].[NH4+]>O1CCCC1>[Cl:9][C:10]1[CH:18]=[C:17]2[C:13]([C:14]3([C@@H:20]([C:48]4[CH:53]=[CH:52][CH:51]=[C:50]([Cl:54])[C:49]=4[F:55])[C@H:21]([C:22]([NH:1][C@H:2]4[CH2:7][CH2:6][C@H:5]([OH:8])[CH2:4][CH2:3]4)=[O:47])[N:26]([C@H:25]([C:35]4[CH:36]=[CH:37][CH:38]=[CH:39][CH:40]=4)[C@@H:24]([OH:23])[C:41]4[CH:42]=[CH:43][CH:44]=[CH:45][CH:46]=4)[C:27]43[CH2:28][CH2:29][C:30]([CH3:34])([CH3:33])[CH2:31][CH2:32]4)[C:15](=[O:19])[NH:16]2)=[CH:12][CH:11]=1 |f:2.3|. Procedure details: Trans-4-aminocyclohexanol (167 mg, 1.45 mmol) was added to a tetrahydrofuran (10 ml) solution of the compound (194 mg, 0.29 mmol) obtained in Step 1 above and the resulting mixture was heated to reflux for 6 days. After cooling, saturated ammonium chloride solution was added, followed by extraction with ethyl acetate. The organic layer was washed with brine and then dried over anhydrous sodium sulfate. The solvent was evaporated under reduced pressure and the residue was purified by silica gel c...